Dataset: the Open Reaction Database (ORD), a public repository of structured organic reaction records. Task: describe an organic reaction: reactants, conditions, products, and yield The reactants are C(C)N1CC(CCC1)N1C(C=2C(C1=O)=CC(=CC2)[N+](=O)[O-])=O (1-ethyl-3-(4-nitrophthalimido)piperidine), [H][H] (hydrogen). The reagents and catalysts are [Pd] (palladium-on-charcoal). Run in C(C)(=O)O (acetic acid). The product is NC=1C=C2C(C(=O)N(C2=O)C2CN(CCC2)CC)=CC1 (3-(4-Aminophthalimido)-1-ethylpiperidine). As a reaction SMILES: [CH2:1]([N:3]1[CH2:8][CH2:7][CH2:6][CH:5]([N:9]2[C:13](=[O:14])[C:12]3=[CH:15][C:16]([N+:19]([O-])=O)=[CH:17][CH:18]=[C:11]3[C:10]2=[O:22])[CH2:4]1)[CH3:2].[H][H]>C(O)(=O)C.[Pd]>[NH2:19][C:16]1[CH:15]=[C:12]2[C:13](=[O:14])[N:9]([CH:5]3[CH2:6][CH2:7][CH2:8][N:3]([CH2:1][CH3:2])[CH2:4]3)[C:10](=[O:22])[C:11]2=[CH:18][CH:17]=1. Procedure details: 2.8 Grams of 1-ethyl-3-(4-nitrophthalimido)piperidine were dissolved in 50 milliliters of hot glacial acetic acid and were hydrogenated at 50° C. and 50 p.s.i. in the presence of 0.1 grams of 5% palladium-on-charcoal catalyst until the theoretical amount of hydrogen was taken up. The hot solution was filtered and the mixture cooled and the solid formed was filtered and dried to give 1.06 grams of the title compound in the form of the monohydrochloride. Reaction SMILES: C(=O)([O-])[O-].[K+].[K+].I[C:8]1[CH:16]=[C:15]2[C:11]([CH2:12][C:13](=[O:17])[NH:14]2)=[CH:10][CH:9]=1.[CH3:18][N:19]1[C:23]([NH:24][C:25](=[O:33])[C:26]2[CH:31]=[CH:30][CH:29]=[CH:28][C:27]=2[SH:32])=[CH:22][C:21]([CH3:34])=[N:20]1>[Cu]I>[CH3:18][N:19]1[C:23]([NH:24][C:25](=[O:33])[C:26]2[CH:31]=[CH:30][CH:29]=[CH:28][C:27]=2[S:32][C:8]2[CH:16]=[C:15]3[C:11]([CH2:12][C:13](=[O:17])[NH:14]3)=[CH:10][CH:9]=2)=[CH:22][C:21]([CH3:34])=[N:20]1 |f:0.1.2|. Reaction conditions: temperature 80 celsius, time 24 hour. Starting materials: C([O-])([O-])=O.[K+].[K+] (potassium carbonate), IC1=CC=C2CC(NC2=C1)=O (6-iodooxindole), CN1N=C(C=C1NC(C1=C(C=CC=C1)S)=O)C (N-(2,5-Dimethyl-2H-pyrazol-3-yl)-2-mercapto-benzamide). Reagents/catalysts: [Cu]I (CuI). The product is CN1N=C(C=C1NC(C1=C(C=CC=C1)SC1=CC=C2CC(NC2=C1)=O)=O)C (N-(2,5-Dimethyl-2H-pyrazol-3-yl)-2-(2-oxo-2,3-dihydro-1H-indol-6-ylsulfanyl)-benzamide). Procedure details: CuI (40 mg, 0.05 mmol), potassium carbonate (1.66 g, 12 mmol), 6-iodooxindole (as prepared in Preparation 1; 0.5 g, 1.93 mmol) and N-(2,5-Dimethyl-2H-pyrazol-3-yl)-2-mercapto-benzamide (as prepared in step 3 above; 0.477 g, 1.93 mmol) were added to a dry schlenk tube. The tube was evacuated and refilled with Ar(g) (3 times). Isopropanol (3.0 mL) and ethylene glycol (0.250 mL) were injected into the schlenk tube. The schlenk tube was sealed with a teflon valve and was heated to 80° C. and stirred... Isolated yield 52.3%. Reactants: C(C)(=O)[O-].[NH4+] (Ammonium acetate), aqueous solution, C(C)(=O)CC1=C(C=CC(=C1F)N1C(C=2C(C1=O)=CC=CC2)=O)[N+](=O)[O-] (2-(Acetylmethyl)-3-fluoro-4-phthalimidonitrobenzene). The reagents and catalysts are [Cl-].[Cl-].[Cl-].[Ti+3] (titanium trichloride). The solvent is CC(=O)C (acetone). Reaction conditions: time 30 minute. Yields the product FC1=C2C=C(NC2=CC=C1N1C(C=2C(C1=O)=CC=CC2)=O)C (4-fluoro-2-methyl-5-phthalimidoindole). Isolated yield 30.8%. As a reaction SMILES: [C:1]([CH2:4][C:5]1[C:10]([F:11])=[C:9]([N:12]2[C:16](=[O:17])[C:15]3=[CH:18][CH:19]=[CH:20][CH:21]=[C:14]3[C:13]2=[O:22])[CH:8]=[CH:7][C:6]=1[N+:23]([O-])=O)(=O)[CH3:2].C([O-])(=O)C.[NH4+]>CC(C)=O.[Cl-].[Cl-].[Cl-].[Ti+3]>[F:11][C:10]1[C:9]([N:12]2[C:16](=[O:17])[C:15]3=[CH:18][CH:19]=[CH:20][CH:21]=[C:14]3[C:13]2=[O:22])=[CH:8][CH:7]=[C:6]2[C:5]=1[CH:4]=[C:1]([CH3:2])[NH:23]2 |f:1.2,4.5.6.7|. Reported procedure: 2-(Acetylmethyl)-3-fluoro-4-phthalimidonitrobenzene (4.7 g, 14 mmol) was dissolved in acetone (80 ml). Ammonium acetate (210 ml of a freshly prepared 4M aqueous solution) was added followed by titanium trichloride (140 ml, 140 mmol, 15% aqueous solution). The mixture was stirred vigorously for 30 minutes then extracted with ethyl acetate. The organic phase was washed with a hydrogen carbonate solution, brine, dried (MgSO4), filtered and the solvent evaporated off. The residue was purified by fla...